This data is from the Open Reaction Database (ORD), a public repository of structured organic reaction records. The task is: describe an organic reaction: reactants, conditions, products, and yield The reactants are [N+](=O)([O-])C=1C=CC(=C(C1)O)N (5-nitro-2-aminophenol), COC1OC(CC1)OC (2,5-dimethoxytetrahydrofuran). Run in C(C)(=O)O (acetic acid). The product is [N+](=O)([O-])C=1C=CC(=C(C1)O)N1C=CC=C1 (5-nitro-2-(1H-pyrrol-1-yl)phenol). The yield is 44.9%. Reaction SMILES: [N+:1]([C:4]1[CH:5]=[CH:6][C:7]([NH2:11])=[C:8]([OH:10])[CH:9]=1)([O-:3])=[O:2].CO[CH:14]1[CH2:18][CH2:17][CH:16](OC)O1>C(O)(=O)C>[N+:1]([C:4]1[CH:5]=[CH:6][C:7]([N:11]2[CH:14]=[CH:18][CH:17]=[CH:16]2)=[C:8]([OH:10])[CH:9]=1)([O-:3])=[O:2]. Reported procedure: In a manner similar to Example 1, Step A, the reaction of 10.0 g (0.06 mole) of 5-nitro-2-aminophenol with 9.8 g (0.07 mole) of 2,5-dimethoxytetrahydrofuran in 20 ml of glacial acetic acid produced 5.5 g of 5-nitro-2-(1H-pyrrol-1-yl)phenol. Starting materials: O=C(O)C1(c2ccccc2)CC1, COc1ccc(N)cn1. The reagents and catalysts are CCN=C=NCCCN(C)C.Cl (EDC-HCl), CN1CCOCC1 (NMM), C1CC(=O)N(C1=O)O (N-Hydroxysuccinimide). Run in CN(C)C=O (DMF), CN(C)C=O (DMF), CN(C)C=O (DMF), CN(C)C=O (DMF), CN(C)C=O (DMF), CN(C)C=O (DMF). Reaction conditions: temperature 25 celsius, time 2 hour. Yields the product COc1ccc(NC(=O)C2(c3ccccc3)CC2)cn1. Isolated yield 9.5%. Reaction SMILES: COc1ccc(N)cn1.O=C(O)C1(c2ccccc2)CC1.CCN=C=NCCCN(C)C.Cl.C1CC(=O)N(C1=O)O.CN1CCOCC1.CN(C)C=O>>COc1ccc(NC(=O)C2(c3ccccc3)CC2)cn1. Reactants: ClC=1N=C(C2=C(N1)C=C(S2)CN)N2CCOCC2 ((2-Chloro-4-morpholinothieno[3,2-d]pyrimidin-6-yl)methanamine), COC1=CC=C(C=C1)CC(=O)Cl (4-methoxyphenylacetyl chloride), CC1(OB(OC1(C)C)C1=C2C=NNC2=CC=C1)C (4-(4,4,5,5-tetramethyl-[1,3,2]dioxaborolan-2-yl)-1H-indazole). The product is N1N=CC2=C(C=CC=C12)C=1N=C(C2=C(N1)C=C(S2)CNC(CC2=CC=C(C=C2)OC)=O)N2CCOCC2 (N-((2-(1H-indazol-4-yl)-4-morpholinothieno[3,2-d]pyrimidin-6-yl)methyl)-2-(4-methoxyphenyl)acetamide). The yield is 42.0%. RXN SMILES: Cl[C:2]1[N:3]=[C:4]([N:13]2[CH2:18][CH2:17][O:16][CH2:15][CH2:14]2)[C:5]2[S:10][C:9]([CH2:11][NH2:12])=[CH:8][C:6]=2[N:7]=1.[CH3:19][O:20][C:21]1[CH:26]=[CH:25][C:24]([CH2:27][C:28](Cl)=[O:29])=[CH:23][CH:22]=1.CC1(C)C(C)(C)OB([C:39]2[CH:47]=[CH:46][CH:45]=[C:44]3[C:40]=2[CH:41]=[N:42][NH:43]3)O1>>[NH:43]1[C:44]2[C:40](=[C:39]([C:2]3[N:3]=[C:4]([N:13]4[CH2:18][CH2:17][O:16][CH2:15][CH2:14]4)[C:5]4[S:10][C:9]([CH2:11][NH:12][C:28](=[O:29])[CH2:27][C:24]5[CH:25]=[CH:26][C:21]([O:20][CH3:19])=[CH:22][CH:23]=5)=[CH:8][C:6]=4[N:7]=3)[CH:47]=[CH:46][CH:45]=2)[CH:41]=[N:42]1. Procedure details: (2-Chloro-4-morpholinothieno[3,2-d]pyrimidin-6-yl)methanamine 27 from Example 11 (53.2 mg, 0.19 mM) was reacted with 4-methoxyphenylacetyl chloride (2.2 eq) followed by Suzuki coupling of 4-(4,4,5,5-tetramethyl-1,3,2-dioxaborolan-2-yl)1H-indazole 7 as per General Procedure K. Complete reaction was confirmed by LCMS and the reaction was concentrated in vacuo to give 18.8 mg of 378 after RP-HPLC purification (42% yield). MS (Q1) 515.3 (M)+ The reactants are ClC1=CC=C(C=C1)S(=O)(=O)Cl (4-Chlorophenyl sulphonyl chloride), COC(C(C(CC(F)(F)F)CC(F)(F)F)N)=O (2-amino-5,5,5-trifluoro-3-(2,2,2-trifluoroethyl)-pentanoic acid methyl ester), N1=CC=CC=C1 (pyridine). Run in C(Cl)Cl (CH2Cl2). Reaction conditions: temperature 25 celsius, time 18 hour. The product is COC(C(C(CC(F)(F)F)CC(F)(F)F)NS(=O)(=O)C1=CC=C(C=C1)Cl)=O (2-(4-Chloro-benzenesulfonylamino)-5,5,5-trifluoro-3-(2,2,2-trifluoroethyl)-pentanoic acid methyl ester). Isolated yield 70.7%. Reaction SMILES: [Cl:1][C:2]1[CH:7]=[CH:6][C:5]([S:8](Cl)(=[O:10])=[O:9])=[CH:4][CH:3]=1.[CH3:12][O:13][C:14](=[O:28])[CH:15]([NH2:27])[CH:16]([CH2:22][C:23]([F:26])([F:25])[F:24])[CH2:17][C:18]([F:21])([F:20])[F:19].N1C=CC=CC=1>C(Cl)Cl>[CH3:12][O:13][C:14](=[O:28])[CH:15]([NH:27][S:8]([C:5]1[CH:6]=[CH:7][C:2]([Cl:1])=[CH:3][CH:4]=1)(=[O:10])=[O:9])[CH:16]([CH2:17][C:18]([F:21])([F:20])[F:19])[CH2:22][C:23]([F:25])([F:26])[F:24]. Reported procedure: 4-Chlorophenyl sulphonyl chloride (85 mg, 0.40 mmol) was added to a solution of 2-amino-5,5,5-trifluoro-3-(2,2,2-trifluoroethyl)-pentanoic acid methyl ester (108 mg, 0.40 mmol) and pyridine (0.15 mL, 1.00 mmol) in CH2Cl2 (2 mL) and the reaction was subsequently stirred for 18 hours at 25° C. The solvent was removed in vacuo and the residue was dissolved in EtOAc (20 mL). This solution was washed with 1M HCl (2×10 mL) and brine (10 mL), dried over Na2SO4 and evaporated to afford a crude oil which... The reactants are CO, COc1cccc2c1CCC=C2C(=O)O, O=S(=O)(O)O. The product is COC(=O)C1=CCCc2c(OC)cccc21. Reaction SMILES: [CH3:16][OH:17].[CH3:1][O:2][c:3]1[c:4]2[c:9]([cH:10][cH:11][cH:12]1)[C:8]([C:13](=[O:14])[OH:15])=[CH:7][CH2:6][CH2:5]2.[S:18](=[O:19])(=[O:20])([OH:21])[OH:22]>>[CH3:1][O:2][c:3]1[c:4]2[c:9]([cH:10][cH:11][cH:12]1)[C:8]([C:13]([O:14][CH3:16])=[O:15])=[CH:7][CH2:6][CH2:5]2. The reactants are COc1cccc(CCNC(=O)Nc2ccc3c(c2)c(N)nn3C(=O)OC(C)(C)C)c1, Cl, C1COCCO1. Yields the product COc1cccc(CCNC(=O)Nc2ccc3[nH]nc(N)c3c2)c1. As a reaction SMILES: [C:1]([O:2][C:3](=[O:4])[n:8]1[n:9][c:10]([NH2:31])[c:11]2[cH:12][c:13]([NH:17][C:18](=[O:19])[NH:20][CH2:21][CH2:22][c:23]3[cH:24][c:25]([O:29][CH3:30])[cH:26][cH:27][cH:28]3)[cH:14][cH:15][c:16]12)([CH3:5])([CH3:6])[CH3:7].[ClH:32].[O:33]1[CH2:34][CH2:35][O:36][CH2:37][CH2:38]1>>[nH:8]1[n:9][c:10]([NH2:31])[c:11]2[cH:12][c:13]([NH:17][C:18](=[O:19])[NH:20][CH2:21][CH2:22][c:23]3[cH:24][c:25]([O:29][CH3:30])[cH:26][cH:27][cH:28]3)[cH:14][cH:15][c:16]12.